From a dataset of the Open Reaction Database (ORD), a public repository of structured organic reaction records. describe an organic reaction: reactants, conditions, products, and yield Reactants: BrC1=CC(=C(C=C1)C(=O)N1CCN(CC1)C1=C(C=C(C=C1)C)C)N1S(CCC1)(=O)=O ([4-bromo-2-(1,1-dioxoisothiazolidin-2-yl)phenyl][4-(2,4-dimethylphenyl)piperazin-1-yl]methanone), C[C@H]1NC(OC1)=O ((R)-4-methyloxazolidin-2-one). Product: CC1=C(C=CC(=C1)C)N1CCN(CC1)C(=O)C1=C(C=C(C=C1)N1C(OC[C@H]1C)=O)N1S(CCC1)(=O)=O ((R)-3-{4-[4-(2,4-dimethylphenyl)piperazine-1-carbonyl]-3-(1,1-dioxoisothiazolidin-2-yl)phenyl}-4-methyloxazolidin-2-one). Yield: 87.5%. RXN SMILES: Br[C:2]1[CH:7]=[CH:6][C:5]([C:8]([N:10]2[CH2:15][CH2:14][N:13]([C:16]3[CH:21]=[CH:20][C:19]([CH3:22])=[CH:18][C:17]=3[CH3:23])[CH2:12][CH2:11]2)=[O:9])=[C:4]([N:24]2[CH2:28][CH2:27][CH2:26][S:25]2(=[O:30])=[O:29])[CH:3]=1.[CH3:31][C@@H:32]1[CH2:36][O:35][C:34](=[O:37])[NH:33]1>>[CH3:23][C:17]1[CH:18]=[C:19]([CH3:22])[CH:20]=[CH:21][C:16]=1[N:13]1[CH2:14][CH2:15][N:10]([C:8]([C:5]2[CH:6]=[CH:7][C:2]([N:33]3[C@H:32]([CH3:31])[CH2:36][O:35][C:34]3=[O:37])=[CH:3][C:4]=2[N:24]2[CH2:28][CH2:27][CH2:26][S:25]2(=[O:30])=[O:29])=[O:9])[CH2:11][CH2:12]1. Reported procedure: By reaction and treatment in the same manner as in Example 149 and using [4-bromo-2-(1,1-dioxoisothiazolidin-2-yl)phenyl][4-(2,4-dimethylphenyl)piperazin-1-yl]methanone (492 mg) described in Preparation Example 181 and (R)-4-methyloxazolidin-2-one (121 mg) described in Preparation Example 25, the title compound (448 mg) was obtained. Starting materials: CC1(OCCO1)C1=CC=C(O1)CN1N=CC(=C1)N (1-[5-(2-methyl-[1,3]dioxolan-2-yl)-furan-2-ylmethyl]-1H-pyrazol-4-ylamine), COCCC=1OC(=C(N1)C(=O)O)C1=CC=CC=C1 (2-(2-methoxy-ethyl)-5-phenyl-oxazole-4-carboxylic acid). Yields the product C(C)(=O)C1=CC=C(O1)CN1N=CC(=C1)NC(=O)C=1N=C(OC1C1=CC=CC=C1)CCOC (2-(2-Methoxy-ethyl)-5-phenyl-oxazole-4-carboxylic acid [1-(5-acetyl-furan-2-ylmethyl)-1H-pyrazol-4-yl]-amide). RXN SMILES: [CH3:1][C:2]1([C:7]2[O:11][C:10]([CH2:12][N:13]3[CH:17]=[C:16]([NH2:18])[CH:15]=[N:14]3)=[CH:9][CH:8]=2)[O:6]CCO1.[CH3:19][O:20][CH2:21][CH2:22][C:23]1[O:24][C:25]([C:31]2[CH:36]=[CH:35][CH:34]=[CH:33][CH:32]=2)=[C:26]([C:28](O)=[O:29])[N:27]=1>>[C:2]([C:7]1[O:11][C:10]([CH2:12][N:13]2[CH:17]=[C:16]([NH:18][C:28]([C:26]3[N:27]=[C:23]([CH2:22][CH2:21][O:20][CH3:19])[O:24][C:25]=3[C:31]3[CH:36]=[CH:35][CH:34]=[CH:33][CH:32]=3)=[O:29])[CH:15]=[N:14]2)=[CH:9][CH:8]=1)(=[O:6])[CH3:1]. Reported procedure: Following general procedure B followed by C, starting from 1-[5-(2-methyl-[1,3]dioxolan-2-yl)-furan-2-ylmethyl]-1H-pyrazol-4-ylamine and 2-(2-methoxy-ethyl)-5-phenyl-oxazole-4-carboxylic acid. LC-MS-conditions 02: tR=0.97 min; [M+H]+=435.13. RXN SMILES: [CH2:29]1[CH2:30][NH:31][CH2:32][CH2:33]1.[CH3:23][N:24]([CH3:25])[CH2:26][C:27]#[CH:28].[Cl:34][CH2:35][Cl:36].[NH:1]([c:2]1[cH:3][cH:4][cH:5][cH:6][cH:7]1)[c:8]1[n:9][c:10]([NH:15][c:16]2[cH:17][cH:18][c:19]([I:22])[cH:20][cH:21]2)[n:11][cH:12][c:13]1[Br:14]>>[NH:1]([c:2]1[cH:3][cH:4][cH:5][cH:6][cH:7]1)[c:8]1[n:9][c:10]([NH:15][c:16]2[cH:17][cH:18][c:19]([C:28]#[C:27][CH2:26][N:24]([CH3:23])[CH3:25])[cH:20][cH:21]2)[n:11][cH:12][c:13]1[Br:14]. The product is CN(C)CC#Cc1ccc(Nc2ncc(Br)c(Nc3ccccc3)n2)cc1. The reactants are C1CCNC1, C#CCN(C)C, ClCCl, Brc1cnc(Nc2ccc(I)cc2)nc1Nc1ccccc1. Reactants: CC=1C(=NC(NC1)=O)N1N=CN=C1 (5-methyl-4-(1,2,4-triazol-1-yl)-pyrimidin-2(1H)-one). Run in CN (methylamine). Reaction conditions: time 5 hour. Yields the product CNC1=NC(NC=C1C)=O (N4-methyl-5-methylcytosine). The yield is 80.2%. RXN SMILES: [CH3:1][C:2]1[C:3]([N:9]2[CH:13]=NC=N2)=[N:4][C:5](=[O:8])[NH:6][CH:7]=1>CN>[CH3:13][NH:9][C:3]1[C:2]([CH3:1])=[CH:7][NH:6][C:5](=[O:8])[N:4]=1. Procedure details: 1.06 g (6mmol) of 5-methyl-4-(1,2,4-triazol-1-yl)-pyrimidin-2(1H)-one are dissolved in 20 ml of 40% strength aqueous methylamine solution and the solution is stirred for 5 hours at room temperature. The solution is concentrated and chromatographed on silica gel using ethyl acetate/methanol 2/1. 0.67 g (80.3% of theory) of N4-methyl-5-methylcytosine is obtained as a colorless powder with melting point of 160°-165° C. (decomp.). 1H NMR, d6 -DMSO, δ[ppm]: 10.4 (s, 1H) 7.17 (s, 1H), 7.1 (s, broad, 1... As a reaction SMILES: [CH2:1]([O:8][C:9]([N:11]1[CH2:25][CH2:24][C:15]2=[C:16](Cl)[N:17]3[C:21]([N:22]=[C:14]2[CH2:13][CH2:12]1)=[CH:20][CH:19]=[N:18]3)=[O:10])[C:2]1[CH:7]=[CH:6][CH:5]=[CH:4][CH:3]=1.[NH:26]1[CH2:31][CH2:30][O:29][CH2:28][CH2:27]1.O>C(O)C>[CH2:1]([O:8][C:9]([N:11]1[CH2:25][CH2:24][C:15]2=[C:16]([N:26]3[CH2:31][CH2:30][O:29][CH2:28][CH2:27]3)[N:17]3[C:21]([N:22]=[C:14]2[CH2:13][CH2:12]1)=[CH:20][CH:19]=[N:18]3)=[O:10])[C:2]1[CH:7]=[CH:6][CH:5]=[CH:4][CH:3]=1. Reported procedure: To 0.15 g 10-chloro-5,6,8,9-tetrahydro-1,4,7,10a-tetraaza-cyclohepta[f]indene-7-carboxylic acid benzyl ester (0.42 mmol), in a sealed tube in 8 mL ethanol, was added 78 μL (0.88 mmol) morpholine, and the reaction was heated at 60° C. for 16 hours. 5 mL of H2O was added and the mixture was extracted with EtOAc (2×10 mL), the organic layers were combined and dried with MgSO4. After filtration and evaporation of the solvent the product was purified by column chromatography (silica, DCM/MeOH 2%). The product is C(C1=CC=CC=C1)OC(=O)N1CCC=2C(=C(N3N=CC=C3N2)N2CCOCC2)CC1 (10-Morpholin-4-yl-5,6,8,9-tetrahydro-1,4,7,10a-tetraaza-cyclohepta[f]indene-7-carboxylic acid benzyl ester). Starting materials: C(C1=CC=CC=C1)OC(=O)N1CCC=2C(=C(N3N=CC=C3N2)Cl)CC1 (10-chloro-5,6,8,9-tetrahydro-1,4,7,10a-tetraaza-cyclohepta[f]indene-7-carboxylic acid benzyl ester), N1CCOCC1 (morpholine), O (H2O). The solvent is C(C)O (ethanol). Run at temperature 60 celsius. Starting materials: C(C)OC(C1=CC(=C(C=C1)O)Cl)=O (Ethyl-3-chloro-4-hydroxybenzoate), NN (hydrazine), intermediate 22b. Yields the product ClC=1C=C(C(=O)NN)C=CC1O (3-Chloro-4-hydroxybenzohydrazide). Procedure: Ethyl-3-chloro-4-hydroxybenzoate (4.95 g, 25 mmol) was reacted with hydrazine as described for the preparation of intermediate 22b to afford the product as white crystals (3.15 g, 69%). 1H NMR (400 MHz, DMSO-d6, δ in ppm) 10.71 (br s, 1H), 9.64 (br s, 1H), 7.83 (d, J=2.1 Hz, 1H), 7.65 (dd, J=2.1, 8.4 Hz, 1H), 6.99 (d, f=8.4 Hz, 1H), 4.43 (br s, 2H). The yield is 69.0%. As a reaction SMILES: C([O:3][C:4](=O)[C:5]1[CH:10]=[CH:9][C:8]([OH:11])=[C:7]([Cl:12])[CH:6]=1)C.[NH2:14][NH2:15]>>[Cl:12][C:7]1[CH:6]=[C:5]([CH:10]=[CH:9][C:8]=1[OH:11])[C:4]([NH:14][NH2:15])=[O:3]. Reactants: COC(=O)[C@]12C(=C[C@H](CC1)C2(C)C)OS(=O)(=O)C(F)(F)F ((1R,4S)-methyl-7,7-dimethyl-2-(trifluoromethylsulfonyloxy)bicyclo[2.2.1]hept-2-ene-1-carboxylate), COC(=O)[C@]12C(=C[C@H](CC1)C2(C)C)C2=C(C=C(C=C2OC)C(C)(CCCCCC)C)OC ((1R,4S)-methyl-2-(2,6-dimethoxy-4-(2-methyloctan-2-yl)phenyl)-7,7-dimethylbicyclo[2.2.1]hept-2-ene-1-carboxylate), COC1=C(C(=CC(=C1)CCCCC)OC)B1OC(C(O1)(C)C)(C)C (2-(2,6-dimethoxy-4-pentylphenyl)-4,4,5,5-tetramethyl-1,3,2-dioxaborolane). The reagents and catalysts are C=1C=CC(=CC1)[P](C=2C=CC=CC2)(C=3C=CC=CC3)[Pd]([P](C=4C=CC=CC4)(C=5C=CC=CC5)C=6C=CC=CC6)([P](C=7C=CC=CC7)(C=8C=CC=CC8)C=9C=CC=CC9)[P](C=1C=CC=CC1)(C=1C=CC=CC1)C=1C=CC=CC1 (Pd(PPh3)4). The product is COC(=O)[C@]12C(=C[C@H](CC1)C2(C)C)C2=C(C=C(C=C2OC)CCCCC)OC ((1R,4S)-methyl-2-(2,6-dimethoxy-4-pentylphenyl)-7,7-dimethylbicyclo[2.2.1]hept-2-ene-1-carboxylate), oil. Isolated yield 72.0%. As a reaction SMILES: [CH3:1][O:2][C:3]([C@@:5]12[C:11]([CH3:13])([CH3:12])[C@@H:8]([CH2:9][CH2:10]1)[CH:7]=[C:6]2[C:14]1[C:19]([O:20][CH3:21])=[CH:18][C:17]([C:22](C)([CH2:24][CH2:25][CH2:26][CH2:27]CC)C)=[CH:16][C:15]=1[O:31][CH3:32])=[O:4].COC1C=C(CCCCC)C=C(OC)C=1B1OC(C)(C)C(C)(C)O1.COC([C@@]12C(C)(C)[C@@H](CC1)C=C2OS(C(F)(F)F)(=O)=O)=O>C1C=CC([P]([Pd]([P](C2C=CC=CC=2)(C2C=CC=CC=2)C2C=CC=CC=2)([P](C2C=CC=CC=2)(C2C=CC=CC=2)C2C=CC=CC=2)[P](C2C=CC=CC=2)(C2C=CC=CC=2)C2C=CC=CC=2)(C2C=CC=CC=2)C2C=CC=CC=2)=CC=1>[CH3:1][O:2][C:3]([C@@:5]12[C:11]([CH3:12])([CH3:13])[C@@H:8]([CH2:9][CH2:10]1)[CH:7]=[C:6]2[C:14]1[C:15]([O:31][CH3:32])=[CH:16][C:17]([CH2:22][CH2:24][CH2:25][CH2:26][CH3:27])=[CH:18][C:19]=1[O:20][CH3:21])=[O:4] |^1:81,83,102,121|. Procedure: The title compound was prepared by the general procedure described for compound 11a (HU-911), using pinacol arylboronate 4 (mixed with 2) 0.244 g, enol triflate 9a 0.2 g (0.61 mmol), Pd(PPh3)4 0.042 g (0.037 mmol) and t-BuNF 0.91 ml (0.91 mmol, 1M solution in THF) to give colorless oil 170 mg (72%). 1H NMR (300 MHz, CDCl3) δ ppm 6.33 (s, 2H), 6.26 (d, J=3.42 Hz, 1H), 3.71 (s, 6H), 3.47 (s, 3H), 2.55 (t, J=7.70 Hz, 2H), 2.38-2.46 (m, 2H), 1.81-2.03 (m, 2H), 1.56-1.66 (m, 2H), 1.30-1.35 (m, 4H), 1... The reactants are Cl (HCl), OC1=C(C=CC=C1)C(C)=O (2'-hydroxyacetophenone), C(\C=C\C1=CC=CC=C1)=O (trans-cinnamaldehyde), [OH-].[Na+] (NaOH). Run in CO (MeOH), O (water). The product is C1(=CC=CC=C1)C=CC(=O)C1=CC=CC=C1 (chalcone). Reaction SMILES: O[C:2]1[CH:7]=[CH:6][CH:5]=[CH:4][C:3]=1[C:8](=[O:10])[CH3:9].C(=O)/C=[CH:13]/[C:14]1[CH:19]=[CH:18][CH:17]=[CH:16][CH:15]=1.[OH-].[Na+].Cl>O.CO>[C:14]1([CH:13]=[CH:9][C:8]([C:3]2[CH:4]=[CH:5][CH:6]=[CH:7][CH:2]=2)=[O:10])[CH:19]=[CH:18][CH:17]=[CH:16][CH:15]=1 |f:2.3|. Procedure details: A solution of 5.00 g (36.7 mmol) of 2'-hydroxyacetophenone, 4.85 g (36.7 mmol) of trans-cinnamaldehyde, 11.10 g NaOH (in 20 mL of water) and 250 mL MeOH was stirred for 23 hours before the solution was poured into 1000 mL water. The resulting mixture was neutralized with dilute HCl and the yellow precipitate was collected by filtration. Recrystallization from MeOH gave a pure intermediate chalcone product. Further oxidation of the above chalcone was carried out with excess H2O2 (30%) in basic (N...